Dataset: the Open Reaction Database (ORD), a public repository of structured organic reaction records. Task: describe an organic reaction: reactants, conditions, products, and yield The reactants are CCN(C(C)C)C(C)C, O=C(Cl)Oc1ccc([N+](=O)[O-])cc1, ClCCl, CC(C)(C)OC(=O)N1CCCN1, Nc1ccc(N2CCOCC2=O)c(Cl)c1, c1ccncc1. Product: CC(C)(C)OC(=O)N1CCCN1C(=O)Nc1ccc(N2CCOCC2=O)c(Cl)c1. Reaction SMILES: [CH2:47]([N:48]([CH:49]([CH3:50])[CH3:51])[CH:52]([CH3:53])[CH3:54])[CH3:55].[Cl:16][C:17](=[O:18])[O:19][c:20]1[cH:21][cH:22][c:23]([N+:24]([O-:25])=[O:26])[cH:27][cH:28]1.[Cl:56][CH2:57][Cl:58].[N:35]1([C:40](=[O:41])[O:42][C:43]([CH3:44])([CH3:45])[CH3:46])[NH:36][CH2:37][CH2:38][CH2:39]1.[NH2:1][c:2]1[cH:3][c:4]([Cl:15])[c:5]([N:8]2[C:9](=[O:14])[CH2:10][O:11][CH2:12][CH2:13]2)[cH:6][cH:7]1.[cH:29]1[cH:30][cH:31][n:32][cH:33][cH:34]1>>[NH:1]([c:2]1[cH:3][c:4]([Cl:15])[c:5]([N:8]2[C:9](=[O:14])[CH2:10][O:11][CH2:12][CH2:13]2)[cH:6][cH:7]1)[C:17](=[O:18])[N:36]1[N:35]([C:40](=[O:41])[O:42][C:43]([CH3:44])([CH3:45])[CH3:46])[CH2:39][CH2:38][CH2:37]1. The reactants are FC=1C=C(C=CC1)C1=CC=C(C=C1)C(CCC(=O)OC)=O (4-(3′-fluoro-biphenyl-4-yl)-4-oxo-butyric acid, methyl ester). Run in Cl (hydrochloric acid). Product: FC=1C=C(C=CC1)C1=CC=C(C=C1)C(CCC(=O)O)=O (4-(3′-fluoro-biphenyl-4-yl)-4-oxo-butyric acid). Isolated yield 96.6%. As a reaction SMILES: [F:1][C:2]1[CH:3]=[C:4]([C:8]2[CH:13]=[CH:12][C:11]([C:14](=[O:21])[CH2:15][CH2:16][C:17]([O:19]C)=[O:18])=[CH:10][CH:9]=2)[CH:5]=[CH:6][CH:7]=1>Cl>[F:1][C:2]1[CH:3]=[C:4]([C:8]2[CH:13]=[CH:12][C:11]([C:14](=[O:21])[CH2:15][CH2:16][C:17]([OH:19])=[O:18])=[CH:10][CH:9]=2)[CH:5]=[CH:6][CH:7]=1. Procedure details: In a manner similar to Example 4, Step (b), 4-(3′-fluoro-biphenyl-4-yl)-4-oxo-butyric acid, methyl ester (1.0968 g, 0.00383 mol) was refluxed in 6 M aqueous hydrochloric acid (20 mL) to give 1.007 g of 4-(3′-fluoro-biphenyl-4-yl)-4-oxo-butyric acid as a pale orange solid; mp 153-155° C. The reactants are solution, resultant mixture, C(=O)=O (Carbon dioxide), [OH-].C[N+]1(CCCCC1)C (N,N-dimethylpiperidinium hydroxide). The solvent is C1(=CC=CC=C1)C (toluene). Product: C([O-])(O)=O.C[N+]1(CCCCC1)C (N,N-dimethylpiperidiniumbicarbonate). As a reaction SMILES: [C:1](=[O:3])=[O:2].[OH-:4].[CH3:5][N+:6]1([CH3:12])[CH2:11][CH2:10][CH2:9][CH2:8][CH2:7]1>C1(C)C=CC=CC=1>[C:1](=[O:4])([OH:3])[O-:2].[CH3:5][N+:6]1([CH3:12])[CH2:11][CH2:10][CH2:9][CH2:8][CH2:7]1 |f:1.2,4.5|. Reported procedure: Carbon dioxide was passed for 1 hour into 553 g of a 15.56% strength aqueous N,N-dimethylpiperidinium hydroxide solution. The solution heated up from 20° C. to 38° C. within 20 minutes, and then cooled down again. 300 ml of toluene was added to 100 ml of the solution. The resultant mixture was refluxed and the water was distilled off azeotropically over a period of 11 hours. Starting materials: C(C)(=O)OCC (ethyl acetate), COCOC1=CC=C(C=C1)C#C[Si](C)(C)C (4-(2-trimethylsilylethynyl)phenol methoxymethyl ether), CN(C)C=O (DMF), CCCCC.C(C)(C)(C)[Li] (t-butyl lithium pentane). Run in O (water), C(C)OCC (diethyl ether). Reaction conditions: time 8 hour. Yields the product C[Si](C#CC=1C=CC(=C(C=O)C1)OCOC)(C)C (5-(2-trimethylsilylethynyl)-2-methoxymethoxybenzaldehyde). As a reaction SMILES: [CH3:1][O:2][CH2:3][O:4][C:5]1[CH:10]=[CH:9][C:8]([C:11]#[C:12][Si:13]([CH3:16])([CH3:15])[CH3:14])=[CH:7][CH:6]=1.CCCCC.C([Li])(C)(C)C.CN([CH:30]=[O:31])C.C(OCC)(=O)C>C(OCC)C.O>[CH3:15][Si:13]([CH3:14])([CH3:16])[C:12]#[C:11][C:8]1[CH:9]=[CH:10][C:5]([O:4][CH2:3][O:2][CH3:1])=[C:6]([CH:7]=1)[CH:30]=[O:31] |f:1.2|. Procedure: A solution of 4-(2-trimethylsilylethynyl)phenol methoxymethyl ether (6.08 g) in diethyl ether (450 ml) was cooled to -78° C., to which was added dropwise, under argon atmosphere, a 1.7M t-butyl lithium pentane solution (18 ml), and the mixture was stirred for one hour at the same temperature. To the reaction mixture was then added dropwise DMF(5 ml), followed by warming up to room temperature and stirring overnight. To the reaction mixture were added ethyl acetate and water, which was subjected ... Reactants: C([O-])([O-])=O.[K+].[K+] (potassium carbonate), BrC=1C(=CC(=C(C(=O)C(C(=O)OCC)=CN[C@@H](C(C)C)CO)C1)F)OC (Ethyl 2-(5-Bromo-2-fluoro-4-methoxybenzoyl)-3-((S)-1-hydroxymethyl-2-methylpropylamino)acrylate), C1(=CC=CC=C1)C (Toluene). Run in CN(C)C=O (DMF), [Cl-].[Na+].O (brine). Run at temperature 45 celsius, time 8 hour. The product is BrC=1C=C2C(C(=CN(C2=CC1OC)[C@@H](C(C)C)CO)C(=O)OCC)=O (ethyl 6-bromo-7-methoxy-1-((S)-1-hydroxymethyl-2-methylpropyl)-4-oxo-1,4-dihydroquinoline-3-carboxylate). The yield is 93.6%. RXN SMILES: [Br:1][C:2]1[C:3]([O:25][CH3:26])=[CH:4][C:5](F)=[C:6]([CH:23]=1)[C:7]([C:9](=[CH:15][NH:16][C@H:17]([CH2:21][OH:22])[CH:18]([CH3:20])[CH3:19])[C:10]([O:12][CH2:13][CH3:14])=[O:11])=[O:8].C(=O)([O-])[O-].[K+].[K+].C1(C)C=CC=CC=1>CN(C=O)C.[Cl-].[Na+].O>[Br:1][C:2]1[CH:23]=[C:6]2[C:5](=[CH:4][C:3]=1[O:25][CH3:26])[N:16]([C@H:17]([CH2:21][OH:22])[CH:18]([CH3:20])[CH3:19])[CH:15]=[C:9]([C:10]([O:12][CH2:13][CH3:14])=[O:11])[C:7]2=[O:8] |f:1.2.3,6.7.8|. Procedure details: Ethyl 2-(5-Bromo-2-fluoro-4-methoxybenzoyl)-3-((S)-1-hydroxymethyl-2-methylpropylamino)acrylate (19.5 g) was dissolved in DMF (50 mL), and potassium carbonate (8.32 g) was added. After stirring at 45° C. for 8 hr, the completion of the reaction was confirmed by HPLC. Toluene (100 mL) and 5% brine (100 mL) were added to the reaction mixture, and after stirring, the toluene layer was separated. The toluene layer was washed 3 times with 10% brine (100 mL). After washing, toluene was evaporated unde... Starting materials: O (Water), OC=1N=C(SC1C(=O)OC)C=1C(=NN2C1C=CC=C2)C (Methyl 4-hydroxy-2-(2-methylpyrazolo[1,5-a]pyridin-3-yl)-1,3-thiazole-5-carboxylate), C([O-])([O-])=O.[K+].[K+] (potassium carbonate), BrCC=C (3-bromoprop-1-ene). The solvent is C(C)(=O)OCC (ethyl acetate), CN(C=O)C (N,N-dimethylformamide). Conditions: time 2 hour. Yields the product CC1=NN2C(C=CC=C2)=C1C=1SC(=C(N1)OCC=C)C(=O)OC (methyl 2-(2-methylpyrazolo[1,5-a]pyridin-3-yl)-4-(prop-2-en-1-yloxy)-1,3-thiazole-5-carboxylate). The yield is 65.9%. As a reaction SMILES: [OH:1][C:2]1[N:3]=[C:4]([C:11]2[C:12]([CH3:20])=[N:13][N:14]3[CH:19]=[CH:18][CH:17]=[CH:16][C:15]=23)[S:5][C:6]=1[C:7]([O:9][CH3:10])=[O:8].C(=O)([O-])[O-].[K+].[K+].Br[CH2:28][CH:29]=[CH2:30].O>CN(C)C=O.C(OCC)(=O)C>[CH3:20][C:12]1[C:11]([C:4]2[S:5][C:6]([C:7]([O:9][CH3:10])=[O:8])=[C:2]([O:1][CH2:30][CH:29]=[CH2:28])[N:3]=2)=[C:15]2[CH:16]=[CH:17][CH:18]=[CH:19][N:14]2[N:13]=1 |f:1.2.3|. Reported procedure: Methyl 4-hydroxy-2-(2-methylpyrazolo[1,5-a]pyridin-3-yl)-1,3-thiazole-5-carboxylate (1.0 g, 3.5 mmol) produced in Example 13-B(i) was dissolved in N,N-dimethylformamide (50 mL), potassium carbonate (3.2 g, 9.7 mmol) and 3-bromoprop-1-ene (2.8 g, 23 mmol) were added, and the mixture was stirred at room temperature for 2 hr. Water (100 mL) and ethyl acetate (100 mL) were added to the reaction solution, and the mixture was stirred for 30 min. The organic layer was washed with water (100 mL×3) and s... Reactants: C(C1=CC=CC=C1)OC1=CC=CC2=C1C(=NO2)OCCC2CCNCC2 (4-(Benzyloxy)-3-(2-piperidin-4-ylethoxy)-1,2-benzisoxazole), C([O-])([O-])=O.[K+].[K+] (potassium carbonate), C(C)O (ethanol), C=O (paraformaldehyde). Conditions: time 14 hour. Product: C(C1=CC=CC=C1)OC1=CC=CC2=C1C(=NO2)OCCC2CCN(CC2)COCC (4-(Benzyloxy)-3-{2-[1-(ethoxymethyl)piperidin-4-yl]ethoxy}-1,2-benzisoxazole). As a reaction SMILES: [CH2:1]([O:8][C:9]1[C:14]2[C:15]([O:18][CH2:19][CH2:20][CH:21]3[CH2:26][CH2:25][NH:24][CH2:23][CH2:22]3)=[N:16][O:17][C:13]=2[CH:12]=[CH:11][CH:10]=1)[C:2]1[CH:7]=[CH:6][CH:5]=[CH:4][CH:3]=1.[C:27](=O)([O-])[O-].[K+].[K+].C=O.[CH2:35]([OH:37])[CH3:36]>>[CH2:1]([O:8][C:9]1[C:14]2[C:15]([O:18][CH2:19][CH2:20][CH:21]3[CH2:26][CH2:25][N:24]([CH2:27][O:37][CH2:35][CH3:36])[CH2:23][CH2:22]3)=[N:16][O:17][C:13]=2[CH:12]=[CH:11][CH:10]=1)[C:2]1[CH:3]=[CH:4][CH:5]=[CH:6][CH:7]=1 |f:1.2.3|. Reported procedure: To a stirred mixture of 4-(benzyloxy)-3-(2-piperidin-4-ylethoxy)-1,2-benzisoxazole (3.1 g, 8.4 mmol, EXAMPLE 7, Step 3) and potassium carbonate (1.2 g, 8.4 mmol) in ethanol (16.0 mL) was added paraformaldehyde (0.28 g, 9.2 mmol) at ambient temperature. After being stirred at room temperature for 14 h, the mixture was filtered. The filtrate was concentrated in vacuo to give 3.4 g (quant.) of the title compound as a colorless oil.